Dataset: the Open Reaction Database (ORD), a public repository of structured organic reaction records. Task: describe an organic reaction: reactants, conditions, products, and yield The reactants are CCCN(CCC)C(=O)C1=Cc2ccc(Br)cc2N=C(NC(=O)OC(C)(C)C)C1, O=C([O-])[O-], CN(C)C(=O)c1ccc(B(O)O)cc1, CCO, CCOC(C)=O, [K], [K], N#N, [Na+], [Na+], CC(=O)[O-], CC(=O)[O-], O, O, [Pd+2], O=S(=O)(O)c1ccc(P(c2ccccc2)c2ccc(S(=O)(=O)O)cc2)cc1. The product is CCCN(CCC)C(=O)C1=Cc2ccc(-c3ccc(C(=O)N(C)C)cc3)cc2N=C(NC(=O)OC(C)(C)C)C1. Reaction SMILES: [Br:7][c:8]1[cH:9][cH:10][c:11]2[c:12]([cH:35]1)[N:13]=[C:14]([NH:27][C:28]([O:29][C:30]([CH3:31])([CH3:32])[CH3:33])=[O:34])[CH2:15][C:16]([C:18]([N:19]([CH2:20][CH2:21][CH3:22])[CH2:23][CH2:24][CH3:25])=[O:26])=[CH:17]2.[C:1](=[O:2])([O-:3])[O-:4].[CH3:68][N:69]([C:70](=[O:71])[c:72]1[cH:73][cH:74][c:75]([B:78]([OH:79])[OH:80])[cH:76][cH:77]1)[CH3:81].[CH3:82][CH2:83][OH:84].[CH3:86][CH2:87][O:88][C:89]([CH3:90])=[O:91].[K:37].[K:38].[N:66]#[N:67].[Na+:5].[Na+:6].[O-:93][C:94]([CH3:95])=[O:96].[O-:97][C:98]([CH3:99])=[O:100].[OH2:36].[OH2:85].[Pd+2:92].[c:39]1([P:40]([c:41]2[cH:42][cH:43][c:44]([S:45]([OH:46])(=[O:47])=[O:48])[cH:49][cH:50]2)[c:51]2[cH:52][cH:53][c:54]([S:55]([OH:56])(=[O:57])=[O:58])[cH:59][cH:60]2)[cH:61][cH:62][cH:63][cH:64][cH:65]1>>[c:8]1(-[c:75]2[cH:74][cH:73][c:72]([C:70]([N:69]([CH3:68])[CH3:81])=[O:71])[cH:77][cH:76]2)[cH:9][cH:10][c:11]2[c:12]([cH:35]1)[N:13]=[C:14]([NH:27][C:28]([O:29][C:30]([CH3:31])([CH3:32])[CH3:33])=[O:34])[CH2:15][C:16]([C:18]([N:19]([CH2:20][CH2:21][CH3:22])[CH2:23][CH2:24][CH3:25])=[O:26])=[CH:17]2. Yields the product Cl, NCC1CCC(NC(=O)OCc2ccccc2)CC1. Reactants: CC(C)(C)OC(=O)NCC1CCC(NC(=O)OCc2ccccc2)CC1, CCO, Cl. As a reaction SMILES: [C:1]([O:2][C:3](=[O:4])[NH:8][CH2:9][CH:10]1[CH2:11][CH2:12][CH:13]([NH:16][C:17]([O:18][CH2:19][c:20]2[cH:21][cH:22][cH:23][cH:24][cH:25]2)=[O:26])[CH2:14][CH2:15]1)([CH3:5])([CH3:6])[CH3:7].[CH3:28][CH2:29][OH:30].[ClH:27]>>[ClH:27].[NH2:8][CH2:9][CH:10]1[CH2:11][CH2:12][CH:13]([NH:16][C:17]([O:18][CH2:19][c:20]2[cH:21][cH:22][cH:23][cH:24][cH:25]2)=[O:26])[CH2:14][CH2:15]1.